Dataset: the Open Reaction Database (ORD), a public repository of structured organic reaction records. Task: describe an organic reaction: reactants, conditions, products, and yield The reactants are C(C)(=O)OC[C@@H](CC(C)C)N1C(C2=CC=CC(=C2C=C1)[N+](=O)[O-])=O ((R)-4-methyl-2-(5-nitro-1-oxoisoquinolin-2(1H)-yl)pentyl acetate), CO (methanol). The reagents and catalysts are [Pd] (palladium). Run at time 40 minute. The product is C(C)(=O)OC[C@@H](CC(C)C)N1C(C2=CC=CC(=C2C=C1)N)=O ((R)-2-(5-Amino-1-oxoisoquinolin-2(1H)-yl)-4-methylpentyl acetate). Reaction SMILES: [C:1]([O:4][CH2:5][C@H:6]([N:11]1[CH:20]=[CH:19][C:18]2[C:13](=[CH:14][CH:15]=[CH:16][C:17]=2[N+:21]([O-])=O)[C:12]1=[O:24])[CH2:7][CH:8]([CH3:10])[CH3:9])(=[O:3])[CH3:2].CO>[Pd]>[C:1]([O:4][CH2:5][C@H:6]([N:11]1[CH:20]=[CH:19][C:18]2[C:13](=[CH:14][CH:15]=[CH:16][C:17]=2[NH2:21])[C:12]1=[O:24])[CH2:7][CH:8]([CH3:10])[CH3:9])(=[O:3])[CH3:2]. Procedure details: Into a round bottom flask was combined (R)-4-methyl-2-(5-nitro-1-oxoisoquinolin-2(1H)-yl)pentyl acetate (3.00 g, 0.00903 mol), palladium on C (0.1 g, 0.0009 mol), and methanol (170 mL, 4.1 mol). The reaction mixture was stirred under hydrogen at room temperature and was monitored for progress. At 40 minutes, the reaction was completed by the absence of any starting material in the LC-MS analysis. The mixture was filtered twice using a DryDisk system to remove the catalyst. Volatiles were removed... Starting materials: Clc1c(Br)cnc2[nH]ccc12, CN(C)C=O, [Cl-], [N-]=[N+]=[N-], [NH4+], [Na+], O. The product is [N-]=[N+]=Nc1c(Br)cnc2[nH]ccc12. As a reaction SMILES: [Br:1][c:2]1[c:3]([Cl:11])[c:4]2[c:5]([n:6][cH:7]1)[nH:8][cH:9][cH:10]2.[CH3:18][N:19]([CH3:20])[CH:21]=[O:22].[Cl-:16].[N-:13]=[N+:14]=[N-:15].[NH4+:17].[Na+:12].[OH2:23]>>[Br:1][c:2]1[c:3]([N:13]=[N+:14]=[N-:15])[c:4]2[c:5]([n:6][cH:7]1)[nH:8][cH:9][cH:10]2. The reactants are BrC1=C(C=NN1C1=CC=CC=C1)C(=O)OCC (5-bromo-1-phenyl-1H-pyrazole-4-carboxylic acid, ethyl ester), [OH-].[K+] (potassium hydroxide), Cl (hydrochloric acid), ice water. The solvent is 3A, C(C)O (ethanol). The product is BrC1=C(C=NN1C1=CC=CC=C1)C(=O)O (5-bromo-1-phenyl-1H-pyrazole-4-carboxylic acid). Isolated yield 64.2%. RXN SMILES: [Br:1][C:2]1[N:6]([C:7]2[CH:12]=[CH:11][CH:10]=[CH:9][CH:8]=2)[N:5]=[CH:4][C:3]=1[C:13]([O:15]CC)=[O:14].[OH-].[K+].Cl>C(O)C>[Br:1][C:2]1[N:6]([C:7]2[CH:12]=[CH:11][CH:10]=[CH:9][CH:8]=2)[N:5]=[CH:4][C:3]=1[C:13]([OH:15])=[O:14] |f:1.2|. Reported procedure: A mixture of 15.5 g of 5-bromo-1-phenyl-1H-pyrazole-4-carboxylic acid, ethyl ester and 14 g of potassium hydroxide in 300 ml of 3A ethanol was refluxed for 3 hours. The solution was poured into ice water and acidified with concentrated hydrochloric acid. The precipitated solid was collected by filtration and recrystallized from ethanol/water to afford 9.0 g of 5-bromo-1-phenyl-1H-pyrazole-4-carboxylic acid. Yield 64%. mp=218°-222° C. Reactants: solution, N1C(=O)C(=O)C2=CC=CC=C12 (isatin), N1C(C(C2=CC=CC=C12)=O)=O (1H-indole-2,3-dione), C(CC(=O)O)(=O)O (malonic acid). Solvent: C(=O)(O)[O-].[Na+] (NaHCO3), C(C)(=O)O (acetic acid). Product: OC1=NC2=CC=CC=C2C(=C1)C(=O)O (2-hydroxyquinoline-4-carboxylic acid). Isolated yield 40.0%. As a reaction SMILES: [NH:1]1[C:11]2C(=[CH:7][CH:8]=[CH:9][CH:10]=2)[C:4](=O)[C:2]1=[O:3].[C:12]([OH:18])(=[O:17])[CH2:13][C:14](O)=O>C(O)(=O)C.C([O-])(O)=O.[Na+]>[OH:3][C:2]1[CH:4]=[C:13]([C:12]([OH:18])=[O:17])[C:14]2[C:11](=[CH:10][CH:9]=[CH:8][CH:7]=2)[N:1]=1 |f:3.4|. Procedure details: A stirred suspension of isatin, also called 1H-indole-2,3-dione, available from Sigma-Aldrich, (3.80 g, 25 mmol) and malonic acid (8.06 g, 77 mmol) in acetic acid (150 ml) was refluxed for 16 h. Acetic acid was removed under reduced pressure, the residue was suspended in water (150 ml), filtered and washed with water (100 ml) to give a brown solid. The solid was stirred in NaHCO3 saturated aqueous solution (200 ml) and the insoluble material was filtered off. The filtrate was acidified to pH 1-2... The reactants are C1(=CC=CC=C1)P(C1=CC=CC=C1)C1=CC=CC=C1 (Triphenyl phosphine), C(=O)(OC(C)(C)C)N1C(COCC1)C(=O)O (4-N-boc-3-morpholinecarboxylic acid), N(=NC(=O)OC(C)C)C(=O)OC(C)C (diisopropyl azodicarboxylate), CC1=C(OC2=C1C=C(C=C2)O)C(=O)OCC (ethyl 3-methyl-5-hydroxybenzofuran carboxylate). Run in ClCCl (dichloromethane). Run at time 15 minute. Product: CC1=C(OC2=C1C=C(C=C2)OCC2CN(CCO2)C(=O)OC(C)(C)C)C(=O)OCC (ethyl 3-methyl-5-(4-Boc-morpholin-2-ylmethoxy)-benzofuran-2-carboxylate). Reaction SMILES: [C:1]1(P(C2C=CC=CC=2)C2C=CC=CC=2)C=CC=CC=1.N(C(OC(C)C)=O)=NC(OC(C)C)=O.[CH3:34][C:35]1[C:39]2[CH:40]=[C:41]([OH:44])[CH:42]=[CH:43][C:38]=2[O:37][C:36]=1[C:45]([O:47][CH2:48][CH3:49])=[O:46].[C:50]([N:57]1[CH2:62][CH2:61][O:60][CH2:59][CH:58]1C(O)=O)([O:52][C:53]([CH3:56])([CH3:55])[CH3:54])=[O:51]>ClCCl>[CH3:34][C:35]1[C:39]2[CH:40]=[C:41]([O:44][CH2:1][CH:59]3[O:60][CH2:61][CH2:62][N:57]([C:50]([O:52][C:53]([CH3:54])([CH3:55])[CH3:56])=[O:51])[CH2:58]3)[CH:42]=[CH:43][C:38]=2[O:37][C:36]=1[C:45]([O:47][CH2:48][CH3:49])=[O:46]. Procedure: Triphenyl phosphine polymer bound (1.37 mmol) was suspended in anhydrous dichloromethane (10 ml) then diisopropyl azodicarboxylate (1.18 mmol) was added and the mixture was stirred for 15 minutes at room temperature. Then ethyl 3-methyl-5-hydroxybenzofuran carboxylate (0.91 mmol) was added over 5 minutes followed by the addition of 4-N-boc-3-morpholinecarboxylic acid (0.91 mmol) over 5 minutes too. The mixture was stirred at room temperature over night. The solvent was evaporated under vacuo and... The reactants are C1(=CC=CC=C1)C1=NNC2=CC=CC=C12 (3-phenylindazole), C=O (paraformaldehyde), C1(=CC=CC=C1)N1CCNCC1 (N-phenylpiperazine). The product is C1(=CC=CC=C1)N1N=C(C2=C(C=CC=C12)CN1CCNCC1)C1=CC=CC=C1 (1-N-phenylpiperazinomethyl-3-phenylindazole). Yield: 155.8%. As a reaction SMILES: [C:1]1([C:7]2[C:15]3[C:10](=[CH:11][CH:12]=[CH:13][CH:14]=3)[NH:9][N:8]=2)[CH:6]=[CH:5][CH:4]=[CH:3][CH:2]=1.C=O.[C:18]1([N:24]2[CH2:29][CH2:28][NH:27][CH2:26][CH2:25]2)C=CC=CC=1>>[C:1]1([N:9]2[C:10]3[C:15](=[C:14]([CH2:18][N:24]4[CH2:25][CH2:26][NH:27][CH2:28][CH2:29]4)[CH:13]=[CH:12][CH:11]=3)[C:7]([C:1]3[CH:2]=[CH:3][CH:4]=[CH:5][CH:6]=3)=[N:8]2)[CH:6]=[CH:5][CH:4]=[CH:3][CH:2]=1. Reported procedure: By the procedure similar to that described in Example 19, 3-phenylindazole (2.91 g), paraformaldehyde (0.50 g) and N-phenylpiperazine (4.87 g) were treated to obtain 4.3 g of 1-N-phenylpiperazinomethyl-3-phenylindazole having a melting point between 109°-110° C after recrystallization from ethanol.